Dataset: the Open Reaction Database (ORD), a public repository of structured organic reaction records. Task: describe an organic reaction: reactants, conditions, products, and yield Reactants: solution, solution, CN(CCN(C)C)C (N,N,N′,N′-tetramethylethylene diamine), sodium alkoxide, C1(CC(C(CC1)C(C)C)O)(C)C(=O)[O-].[Na+] (sodium mentholate), NaOR TMEDA. Run in hexanes, hexanes. The product is C=CC=C.C=CC1=CC=CC=C1 (styrene-butadiene). As a reaction SMILES: [C:1]1(C([O-])=O)(C)[CH2:6][CH2:5][CH:4]([CH:7](C)[CH3:8])[CH:3](O)[CH2:2]1.[Na+].CN(C)CCN(C)C>>[CH2:6]=[CH:1][CH:2]=[CH2:3].[CH2:8]=[CH:7][C:4]1[CH:5]=[CH:6][CH:1]=[CH:2][CH:3]=1 |f:0.1,3.4|. Procedure: The procedure described in Example 1 was utilized in this example except that 1 mL of 1 M solution of sodium alkoxide (NaOR), i.e., sodium mentholate, in hexanes and 1 mL of 1 M solution of N,N,N′,N′-tetramethylethylene diamine (TMEDA) in hexanes were added to the catalyst system (BaTHFA/MgR2) making the molar ratio (BaTHFA/MgR2/NaOR/TMEDA) 1:3:1:1. The styrene-butadiene produced was determined to have a glass transition temperature (Tg) at −77° C. and a melting temperature (Tm) at +8° C. The Mo... Starting materials: C(C)(C)(C)C1=CC=C2CC(N(CC2=C1)C)C1=CC=C(C=C1)C(C)(C)C (7-tert-butyl-3-(4-tert-butylphenyl)-2-methyl-l,2,3,4-tetrahydroisoquinoline), S1(=O)(=O)NC(=O)C2=CC=CC=C12 (saccharin). Solvent: CO (methanol). Conditions: time 6 hour. Yields the product S1(=O)(=O)NC(=O)C2=CC=CC=C12.C(C)(C)(C)C1=CC=C2CC(N(CC2=C1)C)C1=CC=C(C=C1)C(C)(C)C (7-tert-butyl-3-(4-tert-butylphenyl)-2-methyl-l,2,3,4-tetrahydroisoquinoline saccharin salt). Yield: 105.9%. Reaction SMILES: [C:1]([C:5]1[CH:14]=[C:13]2[C:8]([CH2:9][CH:10]([C:16]3[CH:21]=[CH:20][C:19]([C:22]([CH3:25])([CH3:24])[CH3:23])=[CH:18][CH:17]=3)[N:11]([CH3:15])[CH2:12]2)=[CH:7][CH:6]=1)([CH3:4])([CH3:3])[CH3:2].[S:26]1([C:37]2[C:32](=[CH:33][CH:34]=[CH:35][CH:36]=2)[C:30](=[O:31])[NH:29]1)(=[O:28])=[O:27]>CO>[S:26]1([C:37]2[C:32](=[CH:33][CH:34]=[CH:35][CH:36]=2)[C:30](=[O:31])[NH:29]1)(=[O:27])=[O:28].[C:1]([C:5]1[CH:14]=[C:13]2[C:8]([CH2:9][CH:10]([C:16]3[CH:21]=[CH:20][C:19]([C:22]([CH3:25])([CH3:24])[CH3:23])=[CH:18][CH:17]=3)[N:11]([CH3:15])[CH2:12]2)=[CH:7][CH:6]=1)([CH3:4])([CH3:3])[CH3:2] |f:3.4|. Reported procedure: In 10 ml of methanol, 0.20 g of 7-tert-butyl-3-(4-tert-butylphenyl)-2-methyl-l,2,3,4-tetrahydroisoquinoline and 0.10 g of saccharin were dissolved under stirring at room temperatureand the resulting mixture was left to stand for 6 hours. The solvent was evaporated under reduced pressure to obtain 0.30 g of 7-tert-butyl-3-(4-tert-butylphenyl)-2-methyl-l,2,3,4-tetrahydroisoquinoline saccharin salt. The reactants are CCCCCOC1C(O)C(CO)OC1n1ccc(NC(=O)c2ccccc2)nc1=O, COc1cccc(C(Cl)(c2ccccc2)c2ccccc2)c1OC. Yields the product CCCCCOC1C(O)C(COC(c2ccccc2)(c2ccccc2)c2cccc(OC)c2OC)OC1n1ccc(NC(=O)c2ccccc2)nc1=O. As a reaction SMILES: [C:1]([c:2]1[cH:3][cH:4][cH:5][cH:6][cH:7]1)(=[O:8])[NH:9][c:10]1[n:11][c:12](=[O:30])[n:13]([CH:14]2[CH:15]([O:16][CH2:17][CH2:18][CH2:19][CH2:20][CH3:21])[CH:22]([OH:23])[CH:24]([CH2:25][OH:26])[O:27]2)[cH:28][cH:29]1.[CH3:31][O:32][c:33]1[c:34]([O:53][CH3:54])[c:35]([C:36]([c:37]2[cH:38][cH:39][cH:40][cH:41][cH:42]2)([c:43]2[cH:44][cH:45][cH:46][cH:47][cH:48]2)[Cl:49])[cH:50][cH:51][cH:52]1>>[C:1]([c:2]1[cH:3][cH:4][cH:5][cH:6][cH:7]1)(=[O:8])[NH:9][c:10]1[n:11][c:12](=[O:30])[n:13]([CH:14]2[CH:15]([O:16][CH2:17][CH2:18][CH2:19][CH2:20][CH3:21])[CH:22]([OH:23])[CH:24]([CH2:25][O:26][C:36]([c:35]3[c:34]([O:53][CH3:54])[c:33]([O:32][CH3:31])[cH:52][cH:51][cH:50]3)([c:37]3[cH:38][cH:39][cH:40][cH:41][cH:42]3)[c:43]3[cH:44][cH:45][cH:46][cH:47][cH:48]3)[O:27]2)[cH:28][cH:29]1. The reactants are CC(F)(C(=O)O)C(=O)NC1C(=O)N(CC2CC2)c2ccccc2-c2ccccc21, NCC(F)(F)C(F)(F)F. Reaction SMILES: [CH:1]1([CH2:4][N:5]2[c:6]3[c:7]([cH:26][cH:27][cH:28][cH:29]3)-[c:8]3[c:9]([cH:22][cH:23][cH:24][cH:25]3)[CH:10]([NH:13][C:14]([C:15]([C:16](=[O:17])[OH:18])([CH3:19])[F:20])=[O:21])[C:11]2=[O:12])[CH2:2][CH2:3]1.[F:30][C:31]([CH2:32][NH2:33])([C:34]([F:35])([F:36])[F:37])[F:38]>>[CH:1]1([CH2:4][N:5]2[c:6]3[c:7]([cH:26][cH:27][cH:28][cH:29]3)-[c:8]3[c:9]([cH:22][cH:23][cH:24][cH:25]3)[CH:10]([NH:13][C:14]([C:15]([C:16](=[O:18])[NH:33][CH2:32][C:31]([F:30])([C:34]([F:35])([F:36])[F:37])[F:38])([CH3:19])[F:20])=[O:21])[C:11]2=[O:12])[CH2:2][CH2:3]1. Product: CC(F)(C(=O)NCC(F)(F)C(F)(F)F)C(=O)NC1C(=O)N(CC2CC2)c2ccccc2-c2ccccc21. The reactants are C(C1=CC=CC=C1)(=O)C1=C(C(=O)O)C=CC=C1 (o-benzoylbenzoic acid), NC(C)C(C)N (2,3-diaminobutane). Solvent: C1(=CC=CC=C1)C (toluene). The product is CC1NC2(N(C(C3=CC=CC=C23)=O)C1C)C1=CC=CC=C1 (2,3-dimethyl-9b-phenyl-1,2,3,9b-tetrahydro-5H-imidazo[2,1-a]isoindol-5-one). RXN SMILES: [C:1]([C:9]1[CH:17]=[CH:16][CH:15]=[CH:14][C:10]=1[C:11]([OH:13])=O)(=O)[C:2]1[CH:7]=[CH:6][CH:5]=[CH:4][CH:3]=1.[NH2:18][CH:19]([CH:21]([NH2:23])[CH3:22])[CH3:20]>C1(C)C=CC=CC=1>[CH3:20][CH:19]1[CH:21]([CH3:22])[N:23]2[C:11](=[O:13])[C:10]3[C:9]([C:1]2([C:2]2[CH:3]=[CH:4][CH:5]=[CH:6][CH:7]=2)[NH:18]1)=[CH:17][CH:16]=[CH:15][CH:14]=3. Procedure: Condense o-benzoylbenzoic acid (22 g.) and 2,3-diaminobutane in toluene (400 ml.) by the procedure of Example 1 to obtain 2,3-dimethyl-9b-phenyl-1,2,3,9b-tetrahydro-5H-imidazo[2,1-a]isoindol-5-one, m.p. 162°-4° C. (elemental analysis confirms the empirical formula C18H18N2O) and reduce with lithium aluminum hydride as described in Example 1 to obtain 3,4-dimethyl-1,2,3,4,5,6-hexahydro-1-phenyl-2,5-benzodiazocine. The reactants are N1([C@H](C(=O)N[C@@H]([C@@H](C)CC)C(=O)O)CCC1)C(=O)OC(C)(C)C (Boc-Pro-Ile-OH), C1(CCCCC1)N=C=NC1CCCCC1 (dicyclohexylcarbodiimide), ON1N=NC2=C1C=CC=C2 (N-hydroxybenzotriazole), S1CNCC1 (thiazolidine). Solvent: ClCCl (dichloromethane), C(C)(=O)OCC (ethyl acetate). Run at time 8 hour. The product is N1[C@H](C(=O)N[C@@H]([C@@H](C)CC)C(=O)O)CCC1 (H-Pro-Ile). The yield is 80.0%. RXN SMILES: [N:1]1(C(OC(C)(C)C)=O)[CH2:16][CH2:15][CH2:14][C@H:2]1[C:3]([NH:5][C@H:6]([C:11]([OH:13])=[O:12])[C@H:7]([CH2:9][CH3:10])[CH3:8])=[O:4].ON1C2C=CC=CC=2N=N1.S1CCNC1.C1(N=C=NC2CCCCC2)CCCCC1>ClCCl.C(OCC)(=O)C>[NH:1]1[CH2:16][CH2:15][CH2:14][C@H:2]1[C:3]([NH:5][C@H:6]([C:11]([OH:13])=[O:12])[C@H:7]([CH2:9][CH3:10])[CH3:8])=[O:4]. Procedure: 6.5 mM Boc-Pro-Ile-OH (one equivalent=1 eq.) is suspended, together with N-hydroxybenzotriazole (1 eq.) and thiazolidine (1 eq.), in 30 ml of dichloromethane (DCM). The equivalent amount of 1M dicyclohexylcarbodiimide solution is added dropwise, at −10° C., with stirring. Stirring is carried out at −10° C. and overnight at room temperature. For the purpose of working-up, the solution is thoroughly filtered off from the dicyclohexylurea that is precipitated out, DCM is drawn off in vacuo and the ... The reactants are COc1ccc(-c2nc3cc(-c4cc5ccccc5s4)ccc3o2)cc1[N+](=O)[O-], C1COCCO1. Product: COc1ccc(-c2nc3cc(-c4cc5ccccc5s4)ccc3o2)cc1N. RXN SMILES: [N+:1]([O-:2])(=[O:3])[c:4]1[cH:5][c:6](-[c:12]2[o:13][c:14]3[c:15]([n:16]2)[cH:17][c:18](-[c:21]2[s:22][c:23]4[c:24]([cH:25]2)[cH:26][cH:27][cH:28][cH:29]4)[cH:19][cH:20]3)[cH:7][cH:8][c:9]1[O:10][CH3:11].[O:30]1[CH2:31][CH2:32][O:33][CH2:34][CH2:35]1>>[NH2:1][c:4]1[cH:5][c:6](-[c:12]2[o:13][c:14]3[c:15]([n:16]2)[cH:17][c:18](-[c:21]2[s:22][c:23]4[c:24]([cH:25]2)[cH:26][cH:27][cH:28][cH:29]4)[cH:19][cH:20]3)[cH:7][cH:8][c:9]1[O:10][CH3:11].